Task: describe an organic reaction: reactants, conditions, products, and yield. Dataset: the Open Reaction Database (ORD), a public repository of structured organic reaction records Starting materials: C([O-])(O)=O.[Na+] (sodium bicarbonate), ClC1=C(C=NC2=CC(=C(C=C12)OC)OC)C#N (4-chloro-6,7-dimethoxy-3-quinolinecarbonitrile), NC=1C=C(CO)C=CC1 (3-aminobenzyl alcohol), N1=CC=CC=C1 (pyridine). The solvent is C(C)OC(C)O (ethoxyethanol). The product is OCC=1C=C(C=CC1)NC1=C(C=NC2=CC(=C(C=C12)OC)OC)C#N (4-[3-(Hydroxymethyl)phenylamino]-6,7-dimethoxy-3-quinolinecarbonitrile). RXN SMILES: Cl[C:2]1[C:11]2[C:6](=[CH:7][C:8]([O:14][CH3:15])=[C:9]([O:12][CH3:13])[CH:10]=2)[N:5]=[CH:4][C:3]=1[C:16]#[N:17].[NH2:18][C:19]1[CH:20]=[C:21]([CH:24]=[CH:25][CH:26]=1)[CH2:22][OH:23].N1C=CC=CC=1.C(=O)(O)[O-].[Na+]>C(OC(O)C)C>[OH:23][CH2:22][C:21]1[CH:20]=[C:19]([NH:18][C:2]2[C:11]3[C:6](=[CH:7][C:8]([O:14][CH3:15])=[C:9]([O:12][CH3:13])[CH:10]=3)[N:5]=[CH:4][C:3]=2[C:16]#[N:17])[CH:26]=[CH:25][CH:24]=1 |f:3.4|. Procedure details: A stirred mixture of 4-chloro-6,7-dimethoxy-3-quinolinecarbonitrile (7.46 g, 30 mmol), 3-aminobenzyl alcohol (7.39 g, 60 mmol), pyridine (2.43 ml, 30 mmol), and 90 ml of ethoxyethanol was refluxed for 5 h, cooled, and stirred with aqueous sodium bicarbonate. The resulting solid was filtered, washed with water, and dried. Recrystallization from methanol gave a brown solid, mp 250-255° C. The reactants are C1(CCC(=O)O1)=O (Succinic anhydride), C(CCC)N (n-Butylamine), [OH-].[Na+] (NaOH). Run in CCOCC (Et2O), O (H2O), CCOCC (Et2O). Run at time 1 hour. The product is C(CCC)NC(CCC(=O)O)=O (4-Butylamino-4-oxobutanoic acid). RXN SMILES: [CH2:1]([NH2:5])[CH2:2][CH2:3][CH3:4].[C:6]1(=[O:12])[O:11][C:9](=[O:10])[CH2:8][CH2:7]1.[OH-].[Na+]>CCOCC.O>[CH2:1]([NH:5][C:6](=[O:12])[CH2:7][CH2:8][C:9]([OH:11])=[O:10])[CH2:2][CH2:3][CH3:4] |f:2.3|. Procedure details: n-Butylamine (9.05 g, 0.1225 mole) was dissolved in Et2O (30 ml). Succinic anhydride (5 g, finely powdered) was added portionwise. After addition was complete, the heterogeneous mixture was stirred 1 hour at room temperature. The reaction mixture was then poured into 10% NaOH in H2O (10 ml) and Et2O (30 ml). The layers were separated and the ether layer was extracted with additional 10% NaOH (10 ml). The combined aqueous layers were washed with ether (30 ml) and acidified with concentrated HCl t... Reactants: C([O-])([O-])=O.[Cs+].[Cs+] (cesium carbonate), [B-](C=C)(F)(F)F.[K+] (potassium trifluoro(vinyl)borate), C1(=CC=CC=C1)P(C1=CC=CC=C1)C1=CC=CC=C1 (triphenylphosphine), BrC1=C(C=C(C=C1F)S(=O)(=O)N(CC(C)C)C1=C(C=C(C=C1)C)C)F (4-bromo-N-(2,4-dimethylphenyl)-3,5-difluoro-N-isobutylbenzenesulfonamide), [B-](C=C)(F)(F)F.[K+] (potassium trifluoro(vinyl)borate). Reagents/catalysts: [Pd](Cl)Cl (palladium(II) chloride). The solvent is ClCCl (dichloromethane), O (water), O1CCCC1 (tetrahydrofuran), O (water), O1CCCC1 (THF), O (water). Conditions: temperature 140 celsius, time 1 hour. The product is CC1=C(C=CC(=C1)C)N(S(=O)(=O)C1=CC(=C(C(=C1)F)C=C)F)CC(C)C (N-(2,4-dimethylphenyl)-3,5-difluoro-N-isobutyl-4-vinylbenzenesulfonamide). RXN SMILES: [B-](F)(F)(F)[CH:2]=[CH2:3].[K+].C1(P(C2C=CC=CC=2)C2C=CC=CC=2)C=CC=CC=1.Br[C:28]1[C:33]([F:34])=[CH:32][C:31]([S:35]([N:38]([C:43]2[CH:48]=[CH:47][C:46]([CH3:49])=[CH:45][C:44]=2[CH3:50])[CH2:39][CH:40]([CH3:42])[CH3:41])(=[O:37])=[O:36])=[CH:30][C:29]=1[F:51].C(=O)([O-])[O-].[Cs+].[Cs+]>O1CCCC1.ClCCl.O.[Pd](Cl)Cl>[CH3:50][C:44]1[CH:45]=[C:46]([CH3:49])[CH:47]=[CH:48][C:43]=1[N:38]([CH2:39][CH:40]([CH3:42])[CH3:41])[S:35]([C:31]1[CH:32]=[C:33]([F:34])[C:28]([CH:2]=[CH2:3])=[C:29]([F:51])[CH:30]=1)(=[O:37])=[O:36] |f:0.1,4.5.6|. Reported procedure: To a vial was added potassium trifluoro(vinyl)borate (0.744 g, 5.55 mmol), triphenylphosphine (0.073 g, 0.278 mmol), 4-bromo-N-(2,4-dimethylphenyl)-3,5-difluoro-N-isobutylbenzenesulfonamide (2 g, 4.63 mmol) suspension in tetrahydrofuran (THF) (22 mL), cesium carbonate (4.52 g, 13.88 mmol), water (2.200 mL) and palladium(II) chloride (0.016 g, 0.093 mmol). The mixture was divided evenly between two microwave vials and the vessels then sealed and heated by microwaves (Biotage Initiator) to 140° C....